This data is from the Open Reaction Database (ORD), a public repository of structured organic reaction records. The task is: describe an organic reaction: reactants, conditions, products, and yield The reactants are C(C)C(COC1=CC(=C(C(=O)O)C=C1)O)CCCC (4-(2-ethylhexyloxy)-2-hydroxybenzoic acid), C(C)C(COC1=CC(=C(C(=O)O)C=C1)O)CCCC (4-(2-ethylhexyloxy)-2-hydroxybenzoic acid), [OH-].[Na+] (NaOH). Solvent: C(C)O (ethanol). Yields the product C(C)C(COC1=CC(=C(C(=O)[O-])C=C1)O)CCCC.[Na+] (sodium 4-(2-ethylhexyloxy)-2-hydroxybenzoate). RXN SMILES: [CH2:1]([CH:3]([CH2:16][CH2:17][CH2:18][CH3:19])[CH2:4][O:5][C:6]1[CH:14]=[CH:13][C:9]([C:10]([OH:12])=[O:11])=[C:8]([OH:15])[CH:7]=1)[CH3:2].[OH-].[Na+:21]>C(O)C>[CH2:1]([CH:3]([CH2:16][CH2:17][CH2:18][CH3:19])[CH2:4][O:5][C:6]1[CH:14]=[CH:13][C:9]([C:10]([O-:12])=[O:11])=[C:8]([OH:15])[CH:7]=1)[CH3:2].[Na+:21] |f:1.2,4.5|. Procedure details: In 15 ml of ethanol was dissolved 1.24 g (4.7 mmol) of 4-(2-ethyloxy)-2-hydroxybenzoic acid (compound 14), and 0.94 ml (4.7 mmol) of a 5 mol/l NaOH aqueous solution was added thereto. The solvent was evaporated, ethanol added to the residue, and the mixture azeotropically dehydrated. The residue was dried by heating to obtain sodium 4-(2-ethylhexyloxy)-2-hydroxybenzoate represented by the following chemical formula (hereinafter referred to as compound 30). ##STR51## Starting materials: CNC(=S)N1Cc2ccccc2C2(Cc3ccccc3O2)C1, CCO, CO, CI. The product is CNC(=[SH]C)N1Cc2ccccc2C2(Cc3ccccc3O2)C1, I. Reaction SMILES: [CH3:1][NH:2][C:3](=[S:4])[N:5]1[CH2:6][c:7]2[cH:8][cH:9][cH:10][cH:11][c:12]2[C:13]2([O:14][c:15]3[c:16]([cH:18][cH:19][cH:20][cH:21]3)[CH2:17]2)[CH2:22]1.[CH3:25][CH2:26][OH:27].[CH3:28][OH:29].[I:23][CH3:24]>>[CH3:1][NH:2][C:3](=[SH:4][CH3:24])[N:5]1[CH2:6][c:7]2[cH:8][cH:9][cH:10][cH:11][c:12]2[C:13]2([O:14][c:15]3[c:16]([cH:18][cH:19][cH:20][cH:21]3)[CH2:17]2)[CH2:22]1.[IH:23]. Starting materials: CC(C)(C)OC(=O)Nc1ccc(C#Cc2ccc(F)cc2)cc1NC(=O)CC(=O)c1cccc(-c2ccccn2)c1, ClCCl, O=C(O)C(F)(F)F. Product: O=C1CC(c2cccc(-c3ccccn3)c2)=Nc2ccc(C#Cc3ccc(F)cc3)cc2N1. Reaction SMILES: [C:1]([O:2][C:3](=[O:4])[NH:7][c:8]1[c:9]([NH:23][C:24]([CH2:25][C:26](=[O:5])[c:27]2[cH:28][c:29](-[c:33]3[n:34][cH:35][cH:36][cH:37][cH:38]3)[cH:30][cH:31][cH:32]2)=[O:40])[cH:10][c:11]([C:14]#[C:15][c:16]2[cH:17][cH:18][c:19]([F:22])[cH:20][cH:21]2)[cH:12][cH:13]1)([CH3:6])([CH3:39])[CH3:41].[Cl:49][CH2:50][Cl:51].[F:42][C:43]([F:44])([F:45])[C:46]([OH:47])=[O:48]>>[N:7]1=[C:26]([c:27]2[cH:28][c:29](-[c:33]3[n:34][cH:35][cH:36][cH:37][cH:38]3)[cH:30][cH:31][cH:32]2)[CH2:25][C:24](=[O:40])[NH:23][c:9]2[c:8]1[cH:13][cH:12][c:11]([C:14]#[C:15][c:16]1[cH:17][cH:18][c:19]([F:22])[cH:20][cH:21]1)[cH:10]2. Solvent: CO (methanol). Procedure: A glass liner is charged with the potassium salt of 3-cyano-5-methylhex-3-enoic acid (from Example 1B) and methanol and placed in a 600 mL PARR hydrogenation vessel. The vessel is purged with nitrogen and then with hydrogen via charging to 60 psi and stirring for 10 minutes to ensure thorough equilibration of gases and releasing of the pressure on five cycles. The vessel is heated to 45° C., and a solution of [(R,R)-MeDuPHOS]Rh(COD)BF4− in deoxygenated methanol (11 mg in 10 mL) is added via syri... Starting materials: [K] (potassium), C(#N)C(CC(=O)O)=CC(C)C (3-cyano-5-methylhex-3-enoic acid). Reaction SMILES: [K].[C:2]([C:4](=[CH:9][CH:10]([CH3:12])[CH3:11])[CH2:5][C:6]([OH:8])=[O:7])#[N:3]>CO>[C:2]([C@@H:4]([CH2:9][CH:10]([CH3:12])[CH3:11])[CH2:5][C:6]([OH:8])=[O:7])#[N:3] |^1:0|. Product: C(#N)[C@H](CC(=O)O)CC(C)C ((S)-3-cyano-5-methylhexanoic acid). Reaction conditions: temperature 45 celsius, time 10 minute. RXN SMILES: O[CH:2]1[CH2:7][C:6]([CH3:9])([CH3:8])[O:5][C:4]2[CH:10]=[CH:11][S:12][C:3]1=2.C1(C)C=CC(S(O)(=O)=O)=CC=1>>[CH3:8][C:6]1([CH3:9])[O:5][C:4]2[CH:10]=[CH:11][S:12][C:3]=2[CH:2]=[CH:7]1. Starting materials: OC1C2=C(OC(C1)(C)C)C=CS2 (5,6-dihydro-7-hydroxy-5,5-dimethyl-7H-thieno [3,2-b]pyran), C1(=CC=C(C=C1)S(=O)(=O)O)C (p-toluenesulfonic acid). Yields the product CC1(C=CC2=C(O1)C=CS2)C (5,5-Dimethyl-5H-thieno[3,2-b]pyran). Reaction conditions: temperature -5 celsius, time 1.5 hour. Procedure details: A mixture of 5,6-dihydro-7-hydroxy-5,5-dimethyl-7H-thieno [3,2-b]pyran (1.3g, 7.06 mmol), p-toluenesulfonic acid (0.11 g, 0.58 mmol) and ground molecular sieves (1.3 g) was stirred at -5° C. for 1.5 h. The mixture was washed with 1.0 N aqueous sodium hydroxide and dried over magnesium sulfate. The solvent was evaporated in vacuo to give the product, 1.17 g (99%), as a red oil: IR (neat): 2976, 1504 and 1531 cm-1 ; MS: m/z 167 (MH+); 1H NMR (CDCl3): δ1.45 (s, 6H), 5.27 (d, J=9.8 Hz, 1H), 6.30 (d,...